This data is from the Open Reaction Database (ORD), a public repository of structured organic reaction records. The task is: describe an organic reaction: reactants, conditions, products, and yield Starting materials: C(OC(Cl)(Cl)Cl)(OC(Cl)(Cl)Cl)=O (bis(trichloromethyl) carbonate), Cl.NC1CCN(CC1)C(CC(F)(F)F)=O (1-(4-amino-piperidin-1-yl)-3,3,3-trifluoro-propan-1-one hydrochloride), COC=1C=CC=C2CCC(C12)NC1=NC2=CC=C(C=C2C=C1)N (rac-N2-(7-methoxy-indan-1-yl)-quinoline-2,6-diamine). Yields the product COC=1C=CC=C2CCC(C12)NC1=NC2=CC=C(C=C2C=C1)NC(=O)NC1CCN(CC1)C(CC(F)(F)F)=O (rac-1-[2-(7-Methoxy-indan-1-ylamino)-quinolin-6-yl]-3-[1-(3,3,3-trifluoro-propionyl)-piperidin-4-yl]-urea). RXN SMILES: [C:1](=O)(OC(Cl)(Cl)Cl)[O:2]C(Cl)(Cl)Cl.Cl.[NH2:14][CH:15]1[CH2:20][CH2:19][N:18]([C:21](=[O:27])[CH2:22][C:23]([F:26])([F:25])[F:24])[CH2:17][CH2:16]1.[CH3:28][O:29][C:30]1[CH:31]=[CH:32][CH:33]=[C:34]2[C:38]=1[CH:37]([NH:39][C:40]1[CH:49]=[CH:48][C:47]3[C:42](=[CH:43][CH:44]=[C:45]([NH2:50])[CH:46]=3)[N:41]=1)[CH2:36][CH2:35]2>>[CH3:28][O:29][C:30]1[CH:31]=[CH:32][CH:33]=[C:34]2[C:38]=1[CH:37]([NH:39][C:40]1[CH:49]=[CH:48][C:47]3[C:42](=[CH:43][CH:44]=[C:45]([NH:50][C:1]([NH:14][CH:15]4[CH2:16][CH2:17][N:18]([C:21](=[O:27])[CH2:22][C:23]([F:24])([F:25])[F:26])[CH2:19][CH2:20]4)=[O:2])[CH:46]=3)[N:41]=1)[CH2:36][CH2:35]2 |f:1.2|. Procedure: The title compound was prepared in accordance with the general method 4 described in example 16 from bis(trichloromethyl) carbonate, 1-(4-amino-piperidin-1-yl)-3,3,3-trifluoro-propan-1-one hydrochloride and rac-N2-(7-methoxy-indan-1-yl)-quinoline-2,6-diamine (Example 172); MS: m/e=542.8 (M+H+).